This data is from the Open Reaction Database (ORD), a public repository of structured organic reaction records. The task is: describe an organic reaction: reactants, conditions, products, and yield The reactants are CN, CCO, COC(=O)COc1ccc(C(=O)CN2CCN(c3ccncc3)CC2)cc1. The product is CNC(=O)COc1ccc(C(=O)CN2CCN(c3ccncc3)CC2)cc1. Reaction SMILES: [CH3:28][NH2:29].[CH3:30][CH2:31][OH:32].[n:1]1[cH:2][cH:3][c:4]([N:7]2[CH2:8][CH2:9][N:10]([CH2:13][C:14](=[O:15])[c:16]3[cH:17][cH:18][c:19]([O:20][CH2:21][C:22]([O:24][CH3:23])=[O:25])[cH:26][cH:27]3)[CH2:11][CH2:12]2)[cH:5][cH:6]1>>[n:1]1[cH:2][cH:3][c:4]([N:7]2[CH2:8][CH2:9][N:10]([CH2:13][C:14](=[O:15])[c:16]3[cH:17][cH:18][c:19]([O:20][CH2:21][C:22](=[O:24])[NH:29][CH3:28])[cH:26][cH:27]3)[CH2:11][CH2:12]2)[cH:5][cH:6]1.